This data is from the Open Reaction Database (ORD), a public repository of structured organic reaction records. The task is: describe an organic reaction: reactants, conditions, products, and yield Starting materials: OC1=C(C2=CC=CC=C2C=C1)C(C)=O (1-(2-hydroxynaphthalen-1-yl)ethanone), Cl (HCl), Cl (HCl), O (water). Reagents/catalysts: [Zn] (zinc), Cl[Hg]Cl (HgCl2). Run in C1(=CC=CC=C1)C (toluene). Conditions: temperature 110 celsius, time 5 minute. Product: C(C)C1=C(C=CC2=CC=CC=C12)O (1-ethylnaphthalen-2-ol). Yield: 84.3%. As a reaction SMILES: O.Cl.[OH:3][C:4]1[CH:13]=[CH:12][C:11]2[C:6](=[CH:7][CH:8]=[CH:9][CH:10]=2)[C:5]=1[C:14](=O)[CH3:15]>[Zn].Cl[Hg]Cl.C1(C)C=CC=CC=1>[CH2:14]([C:5]1[C:6]2[C:11](=[CH:10][CH:9]=[CH:8][CH:7]=2)[CH:12]=[CH:13][C:4]=1[OH:3])[CH3:15]. Procedure: A single neck round-bottom flask was charged with 2.3 g of zinc, 0.23 g of HgCl2 and 4 mL of water. Then 37% HCl (0.1 mL) was added and the mixture stirred for 5 minutes. After this, 3 mL of toluene and 3.4 mL of 37% HCl were added and finally 1 g (5.37 mmol) of 1-(2-hydroxynaphthalen-1-yl)ethanone was added portion wise. The resulting mixture was heated at 110° C. for 18 h. The phases were separated and the organic layer was dried over anhydrous sodium sulfate, filtered, and concentrated in vac... Starting materials: CC1(C)OB(c2cnc3[nH]ccc3c2)OC1(C)C, CS(=O)(=O)c1cccc(-c2nc3c(N4CCOCC4)nc(Cl)nc3s2)c1. Product: CS(=O)(=O)c1cccc(-c2nc3c(N4CCOCC4)nc(-c4cnc5[nH]ccc5c4)nc3s2)c1. As a reaction SMILES: [CH3:27][C:28]1([CH3:29])[C:30]([CH3:31])([CH3:32])[O:33][B:34]([c:35]2[cH:36][c:37]3[c:38]([n:39][cH:40]2)[nH:41][cH:42][cH:43]3)[O:44]1.[Cl:1][c:2]1[n:3][c:4]([N:21]2[CH2:22][CH2:23][O:24][CH2:25][CH2:26]2)[c:5]2[c:6]([n:7]1)[s:8][c:9](-[c:11]1[cH:12][c:13]([S:17](=[O:18])(=[O:19])[CH3:20])[cH:14][cH:15][cH:16]1)[n:10]2>>[c:2]1(-[c:35]2[cH:36][c:37]3[c:38]([n:39][cH:40]2)[nH:41][cH:42][cH:43]3)[n:3][c:4]([N:21]2[CH2:22][CH2:23][O:24][CH2:25][CH2:26]2)[c:5]2[c:6]([n:7]1)[s:8][c:9](-[c:11]1[cH:12][c:13]([S:17](=[O:18])(=[O:19])[CH3:20])[cH:14][cH:15][cH:16]1)[n:10]2. The reactants are CC(C)(OC(=O)N1CCNCC1)C (1-(1,1-dimethylethyloxycarbonyl)piperazine), CN(C(=O)Cl)C (dimethylcarbamylchloride), C(O)([O-])=O.[Na+] (sodium hydrogencarbonate). The solvent is ClCCl (dichloromethane), C(C)N(CC)CC (triethylamine), ClCCl (dichloromethane). Product: CN(C(=O)N1CCNCC1)C (4-(dimethylaminocarbonyl)piperazine). Reaction SMILES: CC(C)(O[C:5]([N:7]1[CH2:12][CH2:11][NH:10][CH2:9][CH2:8]1)=[O:6])C.[CH3:14][N:15](C)[C:16](Cl)=O.C(=O)([O-])O.[Na+]>ClCCl.C(N(CC)CC)C>[CH3:14][N:15]([CH3:16])[C:5]([N:7]1[CH2:8][CH2:9][NH:10][CH2:11][CH2:12]1)=[O:6] |f:2.3|. Reported procedure: To a solution of 1.92 g 1-(1,1-dimethylethyloxycarbonyl)piperazine in 11 mL of dichloromethane and 1.5 mL of triethylamine at room temperature was added dropwise 1 mL of dimethylcarbamylchloride. After 16 hours 5% aqueous sodium hydrogencarbonate and dichloromethane were added, the organic layer separated, dried over magnesium sulfate and concentrated. Column chromatography on silica gel (dichloromethane/methanol=95/5 v/v) yielded 1.34 g 1-1,1-dimethylethyloxycarbonyl)-4-(dimethylaminocarbonyl)p... The reactants are BrC1=CC=C2C=NC(=NN21)NC2=CC=C(C=C2)C2CCN(CC2)CC(=O)N (2-{4-[4-(7-Bromo-pyrrolo[2,1-f][1,2,4]triazin-2-ylamino)-phenyl]-piperidin-1-yl}-acetamide), CS(=O)(=O)N1CC2=CC=CC(=C2C1)B1OC(C(O1)(C)C)(C)C (2-Methanesulfonyl-4-(4,4,5,5-tetramethyl-1,3,2-dioxaborolan-2-yl)-2,3-dihydro-1H-isoindole), C([O-])([O-])=O.[Na+].[Na+] (Sodium carbonate), O (water), O1CCCC1 (Tetrahydrofuran). Isolated yield 1.9%. The product is CS(=O)(=O)N1CC2=CC=CC(=C2C1)C1=CC=C2C=NC(=NN21)NC2=CC=C(C=C2)C2CCN(CC2)CC(=O)N (2-(4-{4-[7-(2-Methanesulfonyl-2,3-dihydro-1H-isoindol-4-yl)-pyrrolo[2,1-f][1,2,4]triazin-2-ylamino]-phenyl}-piperidin-1-yl)-acetamide). As a reaction SMILES: Br[C:2]1[N:10]2[C:5]([CH:6]=[N:7][C:8]([NH:11][C:12]3[CH:17]=[CH:16][C:15]([CH:18]4[CH2:23][CH2:22][N:21]([CH2:24][C:25]([NH2:27])=[O:26])[CH2:20][CH2:19]4)=[CH:14][CH:13]=3)=[N:9]2)=[CH:4][CH:3]=1.[CH3:28][S:29]([N:32]1[CH2:40][C:39]2[C:34](=[CH:35][CH:36]=[CH:37][C:38]=2B2OC(C)(C)C(C)(C)O2)[CH2:33]1)(=[O:31])=[O:30].C(=O)([O-])[O-].[Na+].[Na+].O.O1CCCC1>C(Cl)Cl.C1C=CC([P]([Pd]([P](C2C=CC=CC=2)(C2C=CC=CC=2)C2C=CC=CC=2)([P](C2C=CC=CC=2)(C2C=CC=CC=2)C2C=CC=CC=2)[P](C2C=CC=CC=2)(C2C=CC=CC=2)C2C=CC=CC=2)(C2C=CC=CC=2)C2C=CC=CC=2)=CC=1>[CH3:28][S:29]([N:32]1[CH2:40][C:39]2[C:34](=[CH:35][CH:36]=[CH:37][C:38]=2[C:2]2[N:10]3[C:5]([CH:6]=[N:7][C:8]([NH:11][C:12]4[CH:17]=[CH:16][C:15]([CH:18]5[CH2:23][CH2:22][N:21]([CH2:24][C:25]([NH2:27])=[O:26])[CH2:20][CH2:19]5)=[CH:14][CH:13]=4)=[N:9]3)=[CH:4][CH:3]=2)[CH2:33]1)(=[O:31])=[O:30] |f:2.3.4,^1:68,70,89,108|. The reagents and catalysts are C=1C=CC(=CC1)[P](C=2C=CC=CC2)(C=3C=CC=CC3)[Pd]([P](C=4C=CC=CC4)(C=5C=CC=CC5)C=6C=CC=CC6)([P](C=7C=CC=CC7)(C=8C=CC=CC8)C=9C=CC=CC9)[P](C=1C=CC=CC1)(C=1C=CC=CC1)C=1C=CC=CC1 (Tetrakis(triphenylphosphine)palladium). Procedure details: 2-{4-[4-(7-Bromo-pyrrolo[2,1-f][1,2,4]triazin-2-ylamino)-phenyl]-piperidin-1-yl}-acetamide (150 mg, 0.00035 mol), 2-Methanesulfonyl-4-(4,4,5,5-tetramethyl-1,3,2-dioxaborolan-2-yl)-2,3-dihydro-1H-isoindole (169.4 mg, 0.0005241 mol), 0.9 M of Sodium carbonate in water (0.23 mL, 0.00021 mol), Tetrakis(triphenylphosphine)palladium (O) (0.040 g, 0.000035 mol) and Tetrahydrofuran (2 mL, 0.03 mol) were heated at 80° C. overnight. The reaction was cooled to RT, dissolved partially in DCM and filtered. T... Run in C(Cl)Cl (DCM). The reactants are CC(C)(C)[Si](C)(C)Cl, CN(C)C=O, CCOC(C)=O, Nc1nc2cc(CO)ccc2n1C1CCCCC1, c1c[nH]cn1. Product: CC(C)(C)[Si](C)(C)OCc1ccc2c(c1)nc(N)n2C1CCCCC1. As a reaction SMILES: [C:24]([CH3:25])([CH3:26])([CH3:27])[Si:28]([CH3:29])([CH3:30])[Cl:31].[CH3:32][N:33]([CH3:34])[CH:35]=[O:36].[CH3:37][CH2:38][O:39][C:40](=[O:41])[CH3:42].[NH2:1][c:2]1[n:3][c:4]2[c:5]([n:6]1[CH:7]1[CH2:8][CH2:9][CH2:10][CH2:11][CH2:12]1)[cH:13][cH:14][c:15]([CH2:17][OH:18])[cH:16]2.[nH:19]1[cH:20][cH:21][n:22][cH:23]1>>[NH2:1][c:2]1[n:3][c:4]2[c:5]([n:6]1[CH:7]1[CH2:8][CH2:9][CH2:10][CH2:11][CH2:12]1)[cH:13][cH:14][c:15]([CH2:17][O:18][Si:28]([C:24]([CH3:25])([CH3:26])[CH3:27])([CH3:29])[CH3:30])[cH:16]2. Starting materials: BrC1C2CCC1CC2, CCOCC, [Mg], CN(C)C=O. Product: O=CC1C2CCC1CC2. RXN SMILES: [Br:1][CH:2]1[CH:3]2[CH2:4][CH2:5][CH:6]1[CH2:7][CH2:8]2.[CH3:15][CH2:16][O:17][CH2:18][CH3:19].[Mg:9].[O:10]=[CH:11][N:12]([CH3:13])[CH3:14]>>[CH:2]1([CH:11]=[O:10])[CH:3]2[CH2:4][CH2:5][CH:6]1[CH2:7][CH2:8]2. Starting materials: C(C)(C)(C)OC(=O)N(CCC(=O)N1CCOCC1)C (4-(N-t-butoxycarbonyl-N-methyl-β-alanyl)morpholine), FC(C(=O)O)(F)F (trifluoroacetic acid). Yields the product FC(C(=O)O)(F)F.CNCCC(=O)N1CCOCC1 (4-(N-methyl-β-alanyl)morpholine trifluoroacetic acid salt). RXN SMILES: C(O[C:6]([N:8](C)[CH2:9][CH2:10][C:11]([N:13]1[CH2:18][CH2:17][O:16][CH2:15][CH2:14]1)=[O:12])=O)(C)(C)C.[F:20][C:21]([F:26])([F:25])[C:22]([OH:24])=[O:23]>>[F:20][C:21]([F:26])([F:25])[C:22]([OH:24])=[O:23].[CH3:6][NH:8][CH2:9][CH2:10][C:11]([N:13]1[CH2:14][CH2:15][O:16][CH2:17][CH2:18]1)=[O:12] |f:2.3|. Reported procedure: A solution of 4-(N-t-butoxycarbonyl-N-methyl-β-alanyl)morpholine (1.37 g) in trifluoroacetic acid (20 ml) was stirred at 0° C. for 1 hour. The solvent was evaporated to give 4-(N-methyl-β-alanyl)morpholine trifluoroacetic acid salt (1.44 g).